Task: describe an organic reaction: reactants, conditions, products, and yield. Dataset: the Open Reaction Database (ORD), a public repository of structured organic reaction records Starting materials: N[C@H](C(=O)NCCCC[C@@H](CO)N(CC(C)C)S(=O)(=O)C1=CC(=C(C=C1)F)N)CC1=CC2=CC=CC=C2C=C1 ((2S,5S)-2-Amino-N-{5-[(3-amino-4-fluoro-benzenesulfonyl)-isobutyl-amino]-6-hydroxy-hexyl}-3-naphthalen-2-yl-propionamide), C(C1=CN=CC=C1)(=O)O (nicotinic acid). Product: NC=1C=C(C=CC1F)S(=O)(=O)N(C(CCCCNC(=O)C(CC1=CC2=CC=CC=C2C=C1)NC(C1=CN=CC=C1)=O)CO)CC(C)C (N-(1-{5-[(3-Amino-4-fluoro-benzenesulfonyl)-isobutyl-amino]-6-hydroxy-hexylcarbamoyl}-2-naphthalen-2-yl-ethyl)-nicotinamide). As a reaction SMILES: [NH2:1][C@@H:2]([CH2:29][C:30]1[CH:39]=[CH:38][C:37]2[C:32](=[CH:33][CH:34]=[CH:35][CH:36]=2)[CH:31]=1)[C:3]([NH:5][CH2:6][CH2:7][CH2:8][CH2:9][C@H:10]([N:13]([S:18]([C:21]1[CH:26]=[CH:25][C:24]([F:27])=[C:23]([NH2:28])[CH:22]=1)(=[O:20])=[O:19])[CH2:14][CH:15]([CH3:17])[CH3:16])[CH2:11][OH:12])=[O:4].[C:40](O)(=[O:47])[C:41]1[CH:46]=[CH:45][CH:44]=[N:43][CH:42]=1>>[NH2:28][C:23]1[CH:22]=[C:21]([S:18]([N:13]([CH2:14][CH:15]([CH3:16])[CH3:17])[CH:10]([CH2:11][OH:12])[CH2:9][CH2:8][CH2:7][CH2:6][NH:5][C:3]([CH:2]([NH:1][C:40](=[O:47])[C:41]2[CH:46]=[CH:45][CH:44]=[N:43][CH:42]=2)[CH2:29][C:30]2[CH:39]=[CH:38][C:37]3[C:32](=[CH:33][CH:34]=[CH:35][CH:36]=3)[CH:31]=2)=[O:4])(=[O:19])=[O:20])[CH:26]=[CH:25][C:24]=1[F:27]. Procedure: The title compound was prepared from (2S,5S)-2-amino-N-{5-[(3-amino4-fluoro-benzenesulfonyl)-isobutyl-amino]-6-hydroxy-hexyl}-3-naphthalen-2-yl-propionamide (example 81) as described in general procedure E using nicotinic acid. The final product was obtained in 35% yield.